From a dataset of the Open Reaction Database (ORD), a public repository of structured organic reaction records. describe an organic reaction: reactants, conditions, products, and yield Starting materials: ClC=1C=C(C=CC1)[C@@H](COS(=O)(=O)C1=CC=C(C=C1)C)O (toluene-4-sulfonic acid (S)-2-(3-chlorophenyl)-2-hydroxyethyl ester), [N-]=[N+]=[N-].[Na+] (sodium azide), CS(=O)C (DMSO). Run in O (Water). Conditions: temperature 80 celsius, time 2 hour. Product: N(=[N+]=[N-])C[C@@H](O)C1=CC(=CC=C1)Cl ((S)-2-Azido-1-(3-chlorophenyl)-ethanol). RXN SMILES: [Cl:1][C:2]1[CH:3]=[C:4]([C@H:8]([OH:21])[CH2:9]OS(C2C=CC(C)=CC=2)(=O)=O)[CH:5]=[CH:6][CH:7]=1.[N-:22]=[N+:23]=[N-:24].[Na+].CS(C)=O>O>[N:22]([CH2:9][C@H:8]([C:4]1[CH:5]=[CH:6][CH:7]=[C:2]([Cl:1])[CH:3]=1)[OH:21])=[N+:23]=[N-:24] |f:1.2|. Procedure details: A mixture of toluene-4-sulfonic acid (S)-2-(3-chlorophenyl)-2-hydroxyethyl ester (16.34 g, 0.050 mol), sodium azide (6.50 g, 0.10 mol) and DMSO (50 ml) was stirred for 2 h at 80° C. Water (100 ml) was added, extracted with hexane-ether (1:1) mixture (2×150 ml). Combined extract was dried over Na2SO4, evaporated. The residue was separated on SiO2 (100 g), hexane-EtOAc, 0 to 20%. Colorless oil, 7.0 g, (0.035 mol, 71%). 1H NMR (300 MHz, DMSO) δ 7.46 (s, 1H), 7.36 (m, 3H), 5.95 (d, J=4.5 Hz, 1H), 4.... Reactants: CC[C@@H]1[C@H](CC[C@@]2(O1)C[C@@H]3C[C@H](O2)C/C=C(/C[C@H](/C=C/C=C/4\CO[C@H]5[C@@]4([C@@H](C=C([C@H]5O)C)C(=O)O3)O)C)\C)C (milbemycin A4), CCCCCC.C(OC)COC (hexane dimethoxyethane). Product: CC[C@@H]1[C@H](CC[C@@]2(O1)C[C@@H]3C[C@H](O2)C/C=C(\[C@@H]([C@H](/C=C\C=C/4\CO[C@H]5[C@@]4([C@@H](C=C([C@H]5O)C)C(=O)O3)O)C)O)/C)C (13β-hydroxymilbemycin A4), A4. Isolated yield 70.0%. As a reaction SMILES: [CH3:1][CH2:2][C@H:3]1[O:8][C@:7]2([O:13][C@@H:12]3[CH2:14][CH:15]=[C:16]([CH3:38])[CH2:17][C@@H:18]([CH3:37])[CH:19]=[CH:20][CH:21]=[C:22]4[CH2:23][O:24][C@@H:25]5[C@H:30]([OH:31])[C:29]([CH3:32])=[CH:28][C@@H:27]([C:33]([O:35][C@@H:10]([CH2:11]3)[CH2:9]2)=[O:34])[C@:26]45[OH:36])[CH2:6][CH2:5][C@@H:4]1[CH3:39].CCCCCC.C(COC)[O:47]C>>[CH3:1][CH2:2][C@H:3]1[O:8][C@:7]2([O:13][C@@H:12]3[CH2:14][CH:15]=[C:16]([CH3:38])[C@H:17]([OH:47])[C@@H:18]([CH3:37])[CH:19]=[CH:20][CH:21]=[C:22]4[CH2:23][O:24][C@@H:25]5[C@H:30]([OH:31])[C:29]([CH3:32])=[CH:28][C@@H:27]([C:33]([O:35][C@@H:10]([CH2:11]3)[CH2:9]2)=[O:34])[C@:26]45[OH:36])[CH2:6][CH2:5][C@@H:4]1[CH3:39] |f:1.2|. Procedure: 0.2 g of milbemycin A4 is added to a 2-day-old preculture of S. violascens produced according to H1 in 450 ml of medium 2, and the whole is shaken at 250 rpm. at 28° C. The course of the reaction is monitored by means of HPLC (high pressure liquid chromatography) (column 25 cm/0.5 cm, eluant hexane/dimethoxyethane 3:1, 1 ml/min., UV detector 220 nm). After shaking for 4 days and a 37% conversion rate, 70% 13β-hydroxymilbemycin A4 and 30% 14,15-epoxymilbemycin A4 are obtained. The reactants are Cl.CNO (N-methylhydroxylamine hydrochloride), S1C2=C(C=C1)C(CCC2)N=C=O (4,5,6,7-tetrahydrobenzo[b]thien-4-yl isocyanate). Product: ON(C(=O)NC1CCCC=2SC=CC21)C (1-hydroxy-1-methyl-3-(4,5,6,7-tetrahydrobenzo[b]thien-4-yl)urea). Reaction SMILES: Cl.[CH3:2][NH:3][OH:4].[S:5]1[CH:9]=[CH:8][C:7]2[CH:10]([N:14]=[C:15]=[O:16])[CH2:11][CH2:12][CH2:13][C:6]1=2>>[OH:4][N:3]([CH3:2])[C:15]([NH:14][CH:10]1[C:7]2[CH:8]=[CH:9][S:5][C:6]=2[CH2:13][CH2:12][CH2:11]1)=[O:16] |f:0.1|. Procedure: In the manner described in Example 6, N-methylhydroxylamine hydrochloride and 4,5,6,7-tetrahydrobenzo[b]thien-4-yl isocyanate are allowed to react to afford 1-hydroxy-1-methyl-3-(4,5,6,7-tetrahydrobenzo[b]thien-4-yl)urea, which is recrystallized from acetone-hexane-ether to give crystals, with melting point 98° C. to 102° C. Starting materials: CC1(C(NC(N1)=O)=O)CC (5-methyl-5-ethyl-hydantoin), C([O-])([O-])=O.[K+].[K+] (potassium carbonate), ClCCCl (1,2-dichloroethane). Run in CN(C=O)C (dimethylformamide). Conditions: time 25 hour. Yields the product ClCCN1C(NC(C1=O)(CC)C)=O (3-(β-Chloroethyl)-5-methyl-5-ethyl-hydantoin). As a reaction SMILES: [CH3:1][C:2]1([CH2:9][CH3:10])[NH:6][C:5](=[O:7])[NH:4][C:3]1=[O:8].C(=O)([O-])[O-].[K+].[K+].[Cl:17][CH2:18][CH2:19]Cl>CN(C)C=O>[Cl:17][CH2:18][CH2:19][N:4]1[C:3](=[O:8])[C:2]([CH3:1])([CH2:9][CH3:10])[NH:6][C:5]1=[O:7] |f:1.2.3|. Procedure: 284.3 g of 5-methyl-5-ethyl-hydantoin (2.0 mols), 138.2 g of anhydrous potassium carbonate (1.0 mol), 791.7 g of 1,2-dichloroethane (8.0 mols) and 230 ml of dimethylformamide are subjected to an azeotropic circulatory distillation, analogously to A, for 25 hours at 90°C to 107°C internal temperature (external temperature: 160°C). After completion of the reaction, the mixture is filtered whilst still hot and the filtrate is concentrated on a rotary evaporator at 90°C under a water pump vacuum. Th... The reactants are Cc1cccc(-c2cc(C)[nH]n2)n1, O=C1CCC(=O)N1Cl. The product is Cc1cccc(-c2n[nH]c(C)c2Cl)n1. RXN SMILES: [CH3:1][c:2]1[n:3][c:4](-[c:8]2[n:9][nH:10][c:11]([CH3:13])[cH:12]2)[cH:5][cH:6][cH:7]1.[Cl:14][N:15]1[C:16](=[O:17])[CH2:18][CH2:19][C:20]1=[O:21]>>[CH3:1][c:2]1[n:3][c:4](-[c:8]2[n:9][nH:10][c:11]([CH3:13])[c:12]2[Cl:14])[cH:5][cH:6][cH:7]1. The reactants are CC(C)Oc1ccc(Br)cc1C=O, COCCOC, CCOC(C)=O, OB(O)c1ccc(F)cc1, [Na+], [Na+], O=C([O-])[O-], c1ccc(P(c2ccccc2)(c2ccccc2)[Pd](P(c2ccccc2)(c2ccccc2)c2ccccc2)(P(c2ccccc2)(c2ccccc2)c2ccccc2)P(c2ccccc2)(c2ccccc2)c2ccccc2)cc1. The product is CC(C)Oc1ccc(-c2ccc(F)cc2)cc1C=O. Reaction SMILES: [Br:1][c:2]1[cH:3][cH:4][c:5]([O:10][CH:11]([CH3:12])[CH3:13])[c:6]([CH:7]=[O:8])[cH:9]1.[CH3:30][O:31][CH2:32][CH2:33][O:34][CH3:35].[CH3:36][CH2:37][O:38][C:39](=[O:40])[CH3:41].[F:20][c:21]1[cH:22][cH:23][c:24]([B:27]([OH:28])[OH:29])[cH:25][cH:26]1.[Na+:14].[Na+:15].[O-:16][C:17](=[O:18])[O-:19].[cH:42]1[cH:43][cH:44][c:45]([P:46]([Pd:47]([P:48]([c:49]2[cH:50][cH:51][cH:52][cH:53][cH:54]2)([c:55]2[cH:56][cH:57][cH:58][cH:59][cH:60]2)[c:61]2[cH:62][cH:63][cH:64][cH:65][cH:66]2)([P:67]([c:68]2[cH:69][cH:70][cH:71][cH:72][cH:73]2)([c:74]2[cH:75][cH:76][cH:77][cH:78][cH:79]2)[c:80]2[cH:81][cH:82][cH:83][cH:84][cH:85]2)[P:86]([c:87]2[cH:88][cH:89][cH:90][cH:91][cH:92]2)([c:93]2[cH:94][cH:95][cH:96][cH:97][cH:98]2)[c:99]2[cH:100][cH:101][cH:102][cH:103][cH:104]2)([c:105]2[cH:106][cH:107][cH:108][cH:109][cH:110]2)[c:111]2[cH:112][cH:113][cH:114][cH:115][cH:116]2)[cH:117][cH:118]1>>[c:2]1(-[c:24]2[cH:23][cH:22][c:21]([F:20])[cH:26][cH:25]2)[cH:3][cH:4][c:5]([O:10][CH:11]([CH3:12])[CH3:13])[c:6]([CH:7]=[O:8])[cH:9]1. The reactants are S1C(=CC=C1)CC(=O)C1C(NC2=CC=CC=C12)=O (3-(2-[2-thienyl]acetyl)-2-oxindole), C(C1=CC=CC=C1)(=O)N=C=O (benzoyl isocyanate). The product is C(C1=CC=CC=C1)(=O)NC(=O)N1C(C(C2=CC=CC=C12)C(CC=1SC=CC1)=O)=O (N-Benzoyl-3-(2-[2-thienyl]acetyl)-2-oxindole-1-carboxamide). RXN SMILES: [S:1]1[CH:5]=[CH:4][CH:3]=[C:2]1[CH2:6][C:7]([CH:9]1[C:17]2[C:12](=[CH:13][CH:14]=[CH:15][CH:16]=2)[NH:11][C:10]1=[O:18])=[O:8].[C:19]([N:27]=[C:28]=[O:29])(=[O:26])[C:20]1[CH:25]=[CH:24][CH:23]=[CH:22][CH:21]=1>>[C:19]([NH:27][C:28]([N:11]1[C:12]2[C:17](=[CH:16][CH:15]=[CH:14][CH:13]=2)[CH:9]([C:7](=[O:8])[CH2:6][C:2]2[S:1][CH:5]=[CH:4][CH:3]=2)[C:10]1=[O:18])=[O:29])(=[O:26])[C:20]1[CH:25]=[CH:24][CH:23]=[CH:22][CH:21]=1. Procedure: N-Benzoyl-3-(2-[2-thienyl]acetyl)-2-oxindole-1-carboxamide was prepared by reaction of 3-(2-[2-thienyl]acetyl)-2-oxindole with benzoyl isocyanate using the method of Example 1.